From a dataset of the Open Reaction Database (ORD), a public repository of structured organic reaction records. describe an organic reaction: reactants, conditions, products, and yield Starting materials: O1C(C1CCC)[C@@H]1CC[C@H](CC1)C1=CC=C(C=C1)O (p-[trans-4-(1,2-epoxypentyl)cyclohexyl]phenol), C(C)I (ethyl iodide), C([O-])([O-])=O.[K+].[K+] (potassium carbonate). Run in CC(=O)C (acetone). Conditions: time 24 hour. Product: C(C)OC1=CC=C(C=C1)[C@@H]1CC[C@H](CC1)C1C(CCC)O1 (4-ethoxy-1-[trans-4-(1,2-epoxypentyl)cyclohexyl]benzene). The yield is 82.0%. Reaction SMILES: [O:1]1[CH:3]([CH2:4][CH2:5][CH3:6])[CH:2]1[C@H:7]1[CH2:12][CH2:11][C@H:10]([C:13]2[CH:18]=[CH:17][C:16]([OH:19])=[CH:15][CH:14]=2)[CH2:9][CH2:8]1.[CH2:20](I)[CH3:21].C(=O)([O-])[O-].[K+].[K+]>CC(C)=O>[CH2:20]([O:19][C:16]1[CH:15]=[CH:14][C:13]([C@H:10]2[CH2:11][CH2:12][C@H:7]([CH:2]3[O:1][CH:3]3[CH2:4][CH2:5][CH3:6])[CH2:8][CH2:9]2)=[CH:18][CH:17]=1)[CH3:21] |f:2.3.4|. Reported procedure: A solution of 1.6 g of p-[trans-4-(1,2-epoxypentyl)cyclohexyl]phenol in 120 ml of acetone was treated with 1.89 ml of ethyl iodide and 3.24 g of powdered potassium carbonate while gassing with argon. The mixture was heated to reflux while stirring for 24 hours, then evaporated on a rotary evaporator and the residue was partitioned in diethyl ether/water. The aqueous phase was extracted three times with diethyl ether. The organic phases were washed twice with water, dried over magnesium sulphate,...